Dataset: the Open Reaction Database (ORD), a public repository of structured organic reaction records. Task: describe an organic reaction: reactants, conditions, products, and yield The reactants are O=C1CCN(CC1)C(=O)OC(C)(C)C (tert-butyl 4-oxo-1-piperidinecarboxylate), C(C)(C)N(C(C)C)CC (N,N-diisopropylethylamine), C(C)(=O)O[BH-](OC(C)=O)OC(C)=O.[Na+] (sodium triacetoxyborohydride), Cl.Cl.C[Si](CCOCN1C=CC2=C1N=CN=C2C2=CN(C=C2)C2(CNC2)CC#N)(C)C ({3-[3-(7-{[2-(trimethylsilyl)ethoxy]methyl}-7H-pyrrolo[2,3-d]pyrimidin-4-yl)-1H-pyrrol-1-yl]azetidin-3-yl}acetonitrile dihydrochloride). Solvent: C1CCOC1 (THF), [Cl-].[Na+].O (Brine), CCOC(=O)C (EtOAc). Reaction conditions: time 8 hour. The product is C(#N)CC1(CN(C1)C1CCN(CC1)C(=O)OC(C)(C)C)N1C=C(C=C1)C=1C2=C(N=CN1)N(C=C2)COCC[Si](C)(C)C (tert-Butyl 4-{3-(Cyanomethyl)-3-[3-(7-{[2-(trimethylsilyl)ethoxy]methyl}-7H-pyrrolo[2,3-d]pyrimidin-4-yl)-1H-pyrrol-1-yl]azetidin-1-yl}piperidine-1-carboxylate). Reaction SMILES: Cl.Cl.[CH3:3][Si:4]([CH3:31])([CH3:30])[CH2:5][CH2:6][O:7][CH2:8][N:9]1[C:13]2[N:14]=[CH:15][N:16]=[C:17]([C:18]3[CH:22]=[CH:21][N:20]([C:23]4([CH2:27][C:28]#[N:29])[CH2:26][NH:25][CH2:24]4)[CH:19]=3)[C:12]=2[CH:11]=[CH:10]1.O=[C:33]1[CH2:38][CH2:37][N:36]([C:39]([O:41][C:42]([CH3:45])([CH3:44])[CH3:43])=[O:40])[CH2:35][CH2:34]1.C(N(CC)C(C)C)(C)C.C(O[BH-](OC(=O)C)OC(=O)C)(=O)C.[Na+]>C1COCC1.[Cl-].[Na+].O.CCOC(C)=O>[C:28]([CH2:27][C:23]1([N:20]2[CH:21]=[CH:22][C:18]([C:17]3[C:12]4[CH:11]=[CH:10][N:9]([CH2:8][O:7][CH2:6][CH2:5][Si:4]([CH3:30])([CH3:3])[CH3:31])[C:13]=4[N:14]=[CH:15][N:16]=3)=[CH:19]2)[CH2:24][N:25]([CH:33]2[CH2:38][CH2:37][N:36]([C:39]([O:41][C:42]([CH3:45])([CH3:44])[CH3:43])=[O:40])[CH2:35][CH2:34]2)[CH2:26]1)#[N:29] |f:0.1.2,5.6,8.9.10|. Procedure: To a suspension of {3-[3-(7-{[2-(trimethylsilyl)ethoxy]methyl}-7H-pyrrolo[2,3-d]pyrimidin-4-yl)-1H-pyrrol-1-yl]azetidin-3-yl}acetonitrile dihydrochloride (3.0 g, 7.3 mmol) in THF (30 mL) were added tert-butyl 4-oxo-1-piperidinecarboxylate (1.4 g, 7.3 mmol), N,N-diisopropylethylamine (6.4 mL, 37 mmol) and sodium triacetoxyborohydride (3.1 g, 15 mmol). The reaction mixture was stirred at room temperature overnight. Brine (20 mL) and EtOAc (20 mL) were added. The organic phase was separated and the...